From a dataset of the Open Reaction Database (ORD), a public repository of structured organic reaction records. describe an organic reaction: reactants, conditions, products, and yield The reactants are C(C)(C)(C)OC(=O)NC(C(=O)OC1CCN(CC1)C)CCSC (1-methylpiperidin-4-yl 2-tert-butoxycarbonylamino-4-methylsulfanylbutyrate). The solvent is ClCCl (dichloromethane), C(=O)(C(F)(F)F)O (TFA). The product is CN1CCC(CC1)OC([C@@H](N)CCSC)=O (L-methionine (N-methylpiperidin-4-yl) ester). RXN SMILES: C(OC([NH:8][CH:9]([CH2:20][CH2:21][S:22][CH3:23])[C:10]([O:12][CH:13]1[CH2:18][CH2:17][N:16]([CH3:19])[CH2:15][CH2:14]1)=[O:11])=O)(C)(C)C>ClCCl.C(O)(C(F)(F)F)=O>[CH3:19][N:16]1[CH2:15][CH2:14][CH:13]([O:12][C:10](=[O:11])[C@H:9]([CH2:20][CH2:21][S:22][CH3:23])[NH2:8])[CH2:18][CH2:17]1. Procedure: A solution of the 1-methylpiperidin-4-yl 2-tert-butoxycarbonylamino-4-methylsulfanylbutyrate (3.8 g; 11 mmol) in dichloromethane (5 ml) and TFA (10 ml) was stirred at ambient temperature for 2 hours. After evaporation to dryness, the residue was redissolved in dichloromethane and treated with a solution of 3.8 M HCl in ether (6 ml) at 0° C. The resulting precipitate was triturated with ether and filtrated to give L-methionine (N-methylpiperidin-4-yl) ester. Reactants: Cc1cnc(Br)s1, COc1ccc(B(O)O)c(C=O)c1, [K+], [K+], O=C([O-])[O-], CN(C)C=O, O, c1ccc(P(c2ccccc2)(c2ccccc2)[Pd](P(c2ccccc2)(c2ccccc2)c2ccccc2)(P(c2ccccc2)(c2ccccc2)c2ccccc2)P(c2ccccc2)(c2ccccc2)c2ccccc2)cc1. Product: COc1ccc(-c2ncc(C)s2)c(C=O)c1. Reaction SMILES: [Br:14][c:15]1[s:16][c:17]([CH3:20])[cH:18][n:19]1.[CH:1](=[O:2])[c:3]1[c:4]([B:11]([OH:12])[OH:13])[cH:5][cH:6][c:7]([O:9][CH3:10])[cH:8]1.[K+:21].[K+:22].[O-:23][C:24]([O-:25])=[O:26].[O:27]=[CH:28][N:29]([CH3:30])[CH3:31].[OH2:32].[cH:33]1[cH:34][cH:35][c:36]([P:37]([Pd:38]([P:39]([c:40]2[cH:41][cH:42][cH:43][cH:44][cH:45]2)([c:46]2[cH:47][cH:48][cH:49][cH:50][cH:51]2)[c:52]2[cH:53][cH:54][cH:55][cH:56][cH:57]2)([P:58]([c:59]2[cH:60][cH:61][cH:62][cH:63][cH:64]2)([c:65]2[cH:66][cH:67][cH:68][cH:69][cH:70]2)[c:71]2[cH:72][cH:73][cH:74][cH:75][cH:76]2)[P:77]([c:78]2[cH:79][cH:80][cH:81][cH:82][cH:83]2)([c:84]2[cH:85][cH:86][cH:87][cH:88][cH:89]2)[c:90]2[cH:91][cH:92][cH:93][cH:94][cH:95]2)([c:96]2[cH:97][cH:98][cH:99][cH:100][cH:101]2)[c:102]2[cH:103][cH:104][cH:105][cH:106][cH:107]2)[cH:108][cH:109]1>>[CH:1](=[O:2])[c:3]1[c:4](-[c:15]2[s:16][c:17]([CH3:20])[cH:18][n:19]2)[cH:5][cH:6][c:7]([O:9][CH3:10])[cH:8]1. Reactants: C[Si](C)(C)[N-][Si](C)(C)C.[Li+] (Lithium bis(trimethylsilyl)amide), C(C)(=O)C1=CN=CN1CC1=CC=CC=C1 (5-acetyl-1-benzylimidazole), C(C)OCC (diethyl ether), C(C(=O)OCC)(=O)OCC (Diethyl oxalate). Conditions: temperature -78 celsius, time 1 hour. Yields the product C(C1=CC=CC=C1)N1C=NC(=C1)C(\C=C(\C(=O)OCC)/[O-])=O.[Li+] (Lithium (Z)-4-(1-benzyl-1H-imidazol-4-yl)-1-ethoxy-1,4-dioxobut-2-en-2-olate). Reaction SMILES: C([C:4]1[N:8]([CH2:9][C:10]2[CH:15]=[CH:14][CH:13]=[CH:12][CH:11]=2)[CH:7]=[N:6][CH:5]=1)(=O)C.C[Si]([N-][Si](C)(C)C)(C)C.[Li+:25].[C:26]([O:33][CH2:34][CH3:35])(=[O:32])[C:27]([O:29]CC)=O.[CH2:36]([O:38]CC)[CH3:37]>>[CH2:9]([N:8]1[CH:4]=[C:5]([C:36](=[O:38])/[CH:37]=[C:27](\[O-:29])/[C:26]([O:33][CH2:34][CH3:35])=[O:32])[N:6]=[CH:7]1)[C:10]1[CH:11]=[CH:12][CH:13]=[CH:14][CH:15]=1.[Li+:25] |f:1.2,5.6|. Procedure details: 5-acetyl-1-benzylimidazole (5 g, 24.97 mmol) was dissolved in dry diethyl ether (100 ml). The mixture was cooled to −78° C. with dry ice/acetone-bath. Lithium bis(trimethylsilyl)amide (27.5 ml, 27.5 mmol) was added dropwise and the mixture was stirred at −78° C. for 1 h. Diethyl oxalate (4.41 ml, 32.5 mmol) was added and the reaction mixture was allowed to warm to RT. The following mixture was stirred overnight at RT. The precipitated product was filtered, washed with diethyl ether and dried. 1H... Reactants: O.O.O.C(C)(=O)[O-].[Na+] (sodium acetate trihydrate), Cl.NO (hydroxylamine hydrochloride), ClC=1C=2C(C3N(CC2C=CC1)C(CC3)=O)=O (9-chloro-1,10a-dihydropyrrolo[1,2-b]isoquinoline-3,10[2H,5H]-dione). The solvent is O (water), O (water), C(C)O (ethanol). Run at time 1.5 hour. Product: ClC=1C=2C(C3N(CC2C=CC1)C(CC3)=NO)=O (9-Chloro-1,10a-dihydropyrrolo[1,2-b]isoquinoline-3,10[2H,5H]-dione oxime). RXN SMILES: [Cl:1][C:2]1[C:3]2[C:4](=[O:16])[CH:5]3[CH2:14][CH2:13][C:12](=O)[N:6]3[CH2:7][C:8]=2[CH:9]=[CH:10][CH:11]=1.[OH2:17].O.O.C([O-])(=O)C.[Na+].Cl.[NH2:26]O>C(O)C.O>[Cl:1][C:2]1[C:3]2[C:4](=[O:16])[CH:5]3[CH2:14][CH2:13][C:12](=[N:26][OH:17])[N:6]3[CH2:7][C:8]=2[CH:9]=[CH:10][CH:11]=1 |f:1.2.3.4.5,6.7|. Procedure: A suspension of 1.00 g of 9-chloro-1,10a-dihydropyrrolo[1,2-b]isoquinoline-3,10[2H,5H]-dione in 95% ethanol (10 ml) was treated with a premixed solution prepared from 1.17 g of sodium acetate trihydrate in water (5 ml) and 0.60 g of hydroxylamine hydrochloride in water (5 ml). The suspension was heated to reflux and after 15 minutes a solution formed. After 1 hour of reflux, a precipitate began to form. Heating was continued for another 1.5 hours, after which time the mixture was allowed to cool... Reactants: C(C)(C)(C)OC(=O)NC1=CC=C(C2=CC=CC=C12)O (4-tert-butyloxycarbonylamino-1-naphthol), di-tert-butyl dicarbonate (BOC)2O, C([O-])([O-])=O.[K+].[K+] (potassium carbonate), Cl.NC1=CC=C(C2=CC=CC=C12)O (4-Amino-1-naphthol hydrochloride), C(CCC)[Li] (n-butyl lithium), Cl.ClCCN1CCOCC1 (4-(2-chloroethyl)morpholine hydrochloride). Run in C(C)#N (acetonitrile), C1CCOC1 (THF). Product: NC1=CC=C(C2=CC=CC=C12)OCCN1CCOCC1 (1-amino-4-(2-(morpholin-4-yl)ethoxy)naphthalene), hydrochloride salt. Reaction SMILES: Cl.[NH2:2][C:3]1[C:12]2[C:7](=[CH:8][CH:9]=[CH:10][CH:11]=2)[C:6]([OH:13])=[CH:5][CH:4]=1.C([Li])CCC.C(OC(NC1C2C(=CC=CC=2)C(O)=CC=1)=O)(C)(C)C.Cl.Cl[CH2:40][CH2:41][N:42]1[CH2:47][CH2:46][O:45][CH2:44][CH2:43]1.C(=O)([O-])[O-].[K+].[K+]>C(#N)C.C1COCC1>[NH2:2][C:3]1[C:12]2[C:7](=[CH:8][CH:9]=[CH:10][CH:11]=2)[C:6]([O:13][CH2:40][CH2:41][N:42]2[CH2:47][CH2:46][O:45][CH2:44][CH2:43]2)=[CH:5][CH:4]=1 |f:0.1,4.5,6.7.8|. Procedure: 4-Amino-1-naphthol hydrochloride (40) can be neutralized with a base, such as n-butyl lithium, in a non-protic solvent, such as THF, and reacted with di-tert-butyl dicarbonate (BOC)2O) at temperatures between −78-25° C. The product, 4-tert-butyloxycarbonylamino-1-naphthol (41) can be alkylated with 4-(2-chloroethyl)morpholine hydrochloride in a non-protic solvent, such as acetonitrile, wit a base, such as powdered potassium carbonate, at temperatures between 60-80° C. Purification of the product... Starting materials: S(=O)(=O)(Cl)Cl (Sulfuryl chloride), COC=1C(=C(C=C(C1)C)C1=CC=C(C=2N=CC=NC12)C(=O)O)C (8-(3-methoxy-2,5-dimethyl-phenyl)-quinoxaline-5-carboxylic acid). Conditions: temperature -5 celsius, time 10 minute. Procedure: Sulfuryl chloride (29 μL, 0.37 mmol) in CH3CN (1 mL) was added dropwise to a cold (−5° C.) suspension of 8-(3-methoxy-2,5-dimethyl-phenyl)-quinoxaline-5-carboxylic acid (Step 97.1) (113 mg, 0.37 mmol) in CH3CN (4 mL). The reaction mixture was stirred for 10 min at −5° C., quenched by addition of H2O (1 mL) and filtered to afford 42 mg of the title compound as a yellow solid. Title compound: ESI-MS: 343.0 [M+H]+; tR=4.90 min (System 1). Isolated yield 33.1%. The solvent is CC#N (CH3CN), CC#N (CH3CN). RXN SMILES: S(Cl)([Cl:4])(=O)=O.[CH3:6][O:7][C:8]1[C:9]([CH3:28])=[C:10]([C:15]2[C:24]3[N:23]=[CH:22][CH:21]=[N:20][C:19]=3[C:18]([C:25]([OH:27])=[O:26])=[CH:17][CH:16]=2)[CH:11]=[C:12]([CH3:14])[CH:13]=1>CC#N>[Cl:4][C:11]1[C:12]([CH3:14])=[CH:13][C:8]([O:7][CH3:6])=[C:9]([CH3:28])[C:10]=1[C:15]1[C:24]2[N:23]=[CH:22][CH:21]=[N:20][C:19]=2[C:18]([C:25]([OH:27])=[O:26])=[CH:17][CH:16]=1. Product: ClC1=C(C(=C(C=C1C)OC)C)C1=CC=C(C=2N=CC=NC12)C(=O)O (8-(2-Chloro-5-methoxy-3,6-dimethyl-phenyl)-quinoxaline-5-carboxylic acid). Starting materials: C(C)OC(=O)C1=CN(C2=CC=CC=C12)C=1C=NC=C(C1)[C@H]1NCCC1 (1-((S)-5-pyrrolidin-2-yl-pyridin-3-yl)-1H-indole-3-carboxylic acid ethyl ester), C(C)(C)(C)OC(=O)N([C@H](C(=O)N[C@H](C(=O)O)C(C)C)C)C ((S)-2-((S)-2-(tert-butoxycarbonyl(methyl)amino)propanamido)-3-methylbutanoic acid), [Cl-].COC1=NC(=NC(=N1)OC)[N+]1(CCOCC1)C (4-(4,6-dimethoxy-1,3,5-triazin-2-yl)-4-methylmorpholinium chloride). Run in C1CCOC1 (THF). Conditions: time 3 hour. The product is C(C)OC(=O)C1=CN(C2=CC=CC=C12)C=1C=NC=C(C1)[C@H]1N(CCC1)C([C@H](C(C)C)NC([C@H](C)N(C)C(=O)OC(C)(C)C)=O)=O (1-[5-((S)-1-{(S)-2-[(S)-2-(tert-butoxycarbonyl-methyl-amino)-propionylamino]-3-methyl-butyryl}-pyrrolidin-2-yl)-pyridin-3-yl]-1H-indole-3-carboxylic acid ethyl ester). The yield is 64.5%. Reaction SMILES: [CH2:1]([O:3][C:4]([C:6]1[C:14]2[C:9](=[CH:10][CH:11]=[CH:12][CH:13]=2)[N:8]([C:15]2[CH:16]=[N:17][CH:18]=[C:19]([C@@H:21]3[CH2:25][CH2:24][CH2:23][NH:22]3)[CH:20]=2)[CH:7]=1)=[O:5])[CH3:2].[C:26]([O:30][C:31]([N:33]([CH3:46])[C@@H:34]([CH3:45])[C:35]([NH:37][C@@H:38]([CH:42]([CH3:44])[CH3:43])[C:39](O)=[O:40])=[O:36])=[O:32])([CH3:29])([CH3:28])[CH3:27].[Cl-].COC1N=C(OC)N=C([N+]2(C)CCOCC2)N=1>C1COCC1>[CH2:1]([O:3][C:4]([C:6]1[C:14]2[C:9](=[CH:10][CH:11]=[CH:12][CH:13]=2)[N:8]([C:15]2[CH:16]=[N:17][CH:18]=[C:19]([C@@H:21]3[CH2:25][CH2:24][CH2:23][N:22]3[C:39](=[O:40])[C@@H:38]([NH:37][C:35](=[O:36])[C@@H:34]([N:33]([C:31]([O:30][C:26]([CH3:27])([CH3:29])[CH3:28])=[O:32])[CH3:46])[CH3:45])[CH:42]([CH3:44])[CH3:43])[CH:20]=2)[CH:7]=1)=[O:5])[CH3:2] |f:2.3|. Procedure: To a solution of 1-((S)-5-pyrrolidin-2-yl-pyridin-3-yl)-1H-indole-3-carboxylic acid ethyl ester (I-2A-2b: 0.25 g, 0.75 mmol) and (S)-2-((S)-2-(tert-butoxycarbonyl(methyl)amino)propanamido)-3-methylbutanoic acid (0.26 g, 0.86 mmol, prepared from (S)-2-amino-3-methyl-butyric acid methyl ester and (S)-2-(tert-butoxycarbonyl-methyl-amino)-propionic acid via amide coupling followed ester hydrolysis) in THF (41 mL) at 0° C. was added 4-(4,6-dimethoxy-1,3,5-triazin-2-yl)-4-methylmorpholinium chloride (...